Dataset: the Open Reaction Database (ORD), a public repository of structured organic reaction records. Task: describe an organic reaction: reactants, conditions, products, and yield The reactants are CC(C)(C(=O)Cl)S(=O)(=O)CC(Cc1ccccc1)C(=O)OCc1ccccc1, CC1CNCC(C)O1, c1ccncc1. Product: CC1CN(C(=O)C(C)(C)S(=O)(=O)CC(Cc2ccccc2)C(=O)OCc2ccccc2)CC(C)O1. Reaction SMILES: [CH2:1]([c:2]1[cH:3][cH:4][cH:5][cH:6][cH:7]1)[O:8][C:9](=[O:10])[CH:11]([CH2:12][S:13](=[O:14])(=[O:15])[C:16]([C:17](=[O:18])[Cl:19])([CH3:20])[CH3:21])[CH2:22][c:23]1[cH:24][cH:25][cH:26][cH:27][cH:28]1.[CH3:29][CH:30]1[O:31][CH:32]([CH3:36])[CH2:33][NH:34][CH2:35]1.[cH:37]1[cH:38][cH:39][n:40][cH:41][cH:42]1>>[CH2:1]([c:2]1[cH:3][cH:4][cH:5][cH:6][cH:7]1)[O:8][C:9](=[O:10])[CH:11]([CH2:12][S:13](=[O:14])(=[O:15])[C:16]([C:17](=[O:18])[N:34]1[CH2:33][CH:32]([CH3:36])[O:31][CH:30]([CH3:29])[CH2:35]1)([CH3:20])[CH3:21])[CH2:22][c:23]1[cH:24][cH:25][cH:26][cH:27][cH:28]1. Reactants: 2,4-diamino-5-chloro-6-substituted-5-deazapteridine, magnesium salt, hexahydrate, C(#N)C=1C=NC=CC1 (3-cyanopyridine), C1=CC(=C(C(=C1)OO)C(=O)O)C(=O)O (monoperoxyphthalic acid). Product: C(#N)C=1C=[N+](C=CC1)[O-] (3-cyanopyridine N-oxide). As a reaction SMILES: [C:1]([C:3]1[CH:4]=[N:5][CH:6]=[CH:7][CH:8]=1)#[N:2].C1C=C([O:15]O)C(C(O)=O)=C(C(O)=O)C=1>>[C:1]([C:3]1[CH:4]=[N+:5]([O-:15])[CH:6]=[CH:7][CH:8]=1)#[N:2]. Procedure details: Other methods known to one skilled in the art are also useful in the preparation of certain compounds within the scope of the present invention. For example, in a method to prepare 2,4-diamino-5-chloro-6-substituted-5-deazapteridine derivatives, 3-cyanopyridine is oxidized with monoperoxyphthalic acid, magnesium salt, hexahydrate, affording 3-cyanopyridine N-oxide. The oxide is in turn nitrated with potassium nitrate and fuming sulfuric acid, yielding 4-nitro-3-cyanopyridine N-oxide. The nitro c... Starting materials: BrCC(=O)N1CCOCC1 (2-Bromo-1-morpholin-4-yl-ethanone), Cl (HCl), C(C)(C)NC(C)C (diisopropylamine), solution, C(CCC)[Li] (n-butyl lithium), C(C1=CC=CC=C1)C1N(C(OC1)=O)C(CCCC1CCCCC1)=O (4-benzyl-3-(4-cyclohexyl-butyryl)-oxazolidin-2-one). Solvent: C1CCOC1 (THF), C1CCOC1 (THF), CCCCCC (hexane), C1CCOC1 (THF). Conditions: temperature -78 celsius, time 30 minute. Yields the product C(C1=CC=CC=C1)C1N(C(OC1)=O)C(C(CC(=O)N1CCOCC1)CCC1CCCCC1)=O (1-(4-benzyl-2-oxo-oxazolidin-3-yl)-2-(2-cyclohexyl-ethyl)-4-morpholin-4-yl-butane-1,4-dione). RXN SMILES: C(NC(C)C)(C)C.C([Li])CCC.[CH2:13]([CH:20]1[CH2:24][O:23][C:22](=[O:25])[N:21]1[C:26](=[O:36])[CH2:27][CH2:28][CH2:29][CH:30]1[CH2:35][CH2:34][CH2:33][CH2:32][CH2:31]1)[C:14]1[CH:19]=[CH:18][CH:17]=[CH:16][CH:15]=1.Br[CH2:38][C:39]([N:41]1[CH2:46][CH2:45][O:44][CH2:43][CH2:42]1)=[O:40].Cl>C1COCC1.CCCCCC>[CH2:13]([CH:20]1[CH2:24][O:23][C:22](=[O:25])[N:21]1[C:26](=[O:36])[CH:27]([CH2:28][CH2:29][CH:30]1[CH2:31][CH2:32][CH2:33][CH2:34][CH2:35]1)[CH2:38][C:39]([N:41]1[CH2:46][CH2:45][O:44][CH2:43][CH2:42]1)=[O:40])[C:14]1[CH:15]=[CH:16][CH:17]=[CH:18][CH:19]=1. Procedure details: A solution of diisopropylamine (1.92 mL, 13.68 mmol) in dry THF (50 mL) was cooled to −20° C. A 2.5M solution of n-butyl lithium in hexane (4.4 mL) was added with a syringe. The mixture was stirred for 30 min and then cooled to −78° C. A solution of 4-benzyl-3-(4-cyclohexyl-butyryl)-oxazolidin-2-one (3 g, 9.12 mmol) in THF (10 mL) was added slowly over 3 min. Stirring was continued for 30 min, then a solution of 2-Bromo-1-morpholin-4-yl-ethanone (2.28 g, 10.94 mmol) in THF (4 mL) was added over ... The reactants are CN(C)c1ccc(CO)cc1, C1CCOC1, O=Cc1cccc(O)c1, c1ccc(P(c2ccccc2)c2ccccc2)cc1. Yields the product CN(C)c1ccc(COc2cccc(C=O)c2)cc1. Reaction SMILES: [CH3:1][N:2]([c:3]1[cH:4][cH:5][c:6]([CH2:7][OH:8])[cH:9][cH:10]1)[CH3:11].[O:40]1[CH2:41][CH2:42][CH2:43][CH2:44]1.[OH:12][c:13]1[cH:14][c:15]([CH:16]=[O:17])[cH:18][cH:19][cH:20]1.[c:21]1([P:22]([c:23]2[cH:24][cH:25][cH:26][cH:27][cH:28]2)[c:29]2[cH:30][cH:31][cH:32][cH:33][cH:34]2)[cH:35][cH:36][cH:37][cH:38][cH:39]1>>[CH3:1][N:2]([c:3]1[cH:4][cH:5][c:6]([CH2:7][O:8][c:13]2[cH:14][c:15]([CH:16]=[O:17])[cH:18][cH:19][cH:20]2)[cH:9][cH:10]1)[CH3:11]. Reactants: COC(=O)C=1SC(=CC1N(C(=O)[C@@H]1CC[C@H](CC1)C)[C@@H]1CC[C@H](CC1)O)Br (5-bromo-3-[(trans-4-hydroxy-cyclohexyl)-(trans-4-methyl-cyclohexanecarbonyl)-amino]-thiophene-2-carboxylic acid methyl ester), O1CCOC12CC=C(CC2)B(O)O (1,4-dioxaspiro[4,5]dec-7-en-8-boronic acid), solution, C(=O)([O-])[O-].[Na+].[Na+] (Na2CO3). Solvent: CN(C)C=O (DMF). Reaction conditions: temperature 100 celsius. Yields the product COC(=O)C=1SC(=CC1N(C(=O)[C@@H]1CC[C@H](CC1)C)[C@@H]1CC[C@H](CC1)O)C1=CCC2(OCCO2)CC1 (5-(1,4-dioxa-spiro[4.5]dec-7-en-8-yl)-3-[(trans-4-hydroxy-cyclohexyl)-(trans-4-methyl-cyclohexanecarbonyl)-amino]-thiophene-2-carboxylic acid methyl ester). Yield: 92.4%. Reaction SMILES: [CH3:1][O:2][C:3]([C:5]1[S:6][C:7](Br)=[CH:8][C:9]=1[N:10]([C@H:20]1[CH2:25][CH2:24][C@H:23]([OH:26])[CH2:22][CH2:21]1)[C:11]([C@H:13]1[CH2:18][CH2:17][C@H:16]([CH3:19])[CH2:15][CH2:14]1)=[O:12])=[O:4].[O:28]1[C:32]2([CH2:37][CH2:36][C:35](B(O)O)=[CH:34][CH2:33]2)[O:31][CH2:30][CH2:29]1.C([O-])([O-])=O.[Na+].[Na+]>CN(C=O)C>[CH3:1][O:2][C:3]([C:5]1[S:6][C:7]([C:35]2[CH2:36][CH2:37][C:32]3([O:31][CH2:30][CH2:29][O:28]3)[CH2:33][CH:34]=2)=[CH:8][C:9]=1[N:10]([C@H:20]1[CH2:25][CH2:24][C@H:23]([OH:26])[CH2:22][CH2:21]1)[C:11]([C@H:13]1[CH2:18][CH2:17][C@H:16]([CH3:19])[CH2:15][CH2:14]1)=[O:12])=[O:4] |f:2.3.4|. Procedure details: To a solution of 5-bromo-3-[(trans-4-hydroxy-cyclohexyl)-(trans-4-methyl-cyclohexanecarbonyl)-amino]-thiophene-2-carboxylic acid methyl ester (1.312 g, 2.86 mmol) and 1,4-dioxaspiro[4,5]dec-7-en-8-boronic acid (1.066 g, 4.01 mmol) in DMF (12 mL) was added 2M solution of Na2CO3 (6 mL), and the mixture was deoxygenated by bubbling nitrogen through solution for 10 min. Then Pd(PPh3)4 was added to the mixture, and it was heated at 100° C. for 40 min. The mixture was brought to room temperature, dilu... The reactants are Cl, CCOC(=O)CCNC(=O)C1CCCNC1, N=C(N)Nc1nc(C(=O)O)cs1, [Na]. The product is CCOC(=O)CCNC(=O)C1CCCN(C(=O)c2csc(NC(=N)N)n2)C1. As a reaction SMILES: [ClH:14].[NH:15]1[CH2:16][CH:17]([C:21](=[O:22])[NH:23][CH2:24][CH2:25][C:26](=[O:27])[O:28][CH2:29][CH3:30])[CH2:18][CH2:19][CH2:20]1.[NH:2]([C:3](=[NH:4])[NH2:5])[c:6]1[s:7][cH:8][c:9]([C:11](=[O:12])[OH:13])[n:10]1.[Na:1]>>[NH:2]([C:3](=[NH:4])[NH2:5])[c:6]1[s:7][cH:8][c:9]([C:11](=[O:13])[N:15]2[CH2:16][CH:17]([C:21](=[O:22])[NH:23][CH2:24][CH2:25][C:26](=[O:27])[O:28][CH2:29][CH3:30])[CH2:18][CH2:19][CH2:20]2)[n:10]1. Starting materials: BrC=1C=C(C(=O)NC=2SC3=C(N2)C(=CC=C3N3CCOCC3)OC)C=CN1 (2-bromo-N-(4-methoxy-7-morpholin-4-yl-benzothiazol-2-yl)-isonicotinamide), C([O-])([O-])=O.[Cs+].[Cs+] (cesium carbonate), C(C1=CC=CC=C1)N (benzylamine). The product is C(C1=CC=CC=C1)NC=1C=C(C(=O)NC=2SC3=C(N2)C(=CC=C3N3CCOCC3)OC)C=CN1 (2-Benzylamino-N-(4-methoxy-7-morpholin-4-yl-benzothiazol-2-yl)-isonicotinamide). As a reaction SMILES: Br[C:2]1[CH:3]=[C:4]([CH:25]=[CH:26][N:27]=1)[C:5]([NH:7][C:8]1[S:9][C:10]2[C:16]([N:17]3[CH2:22][CH2:21][O:20][CH2:19][CH2:18]3)=[CH:15][CH:14]=[C:13]([O:23][CH3:24])[C:11]=2[N:12]=1)=[O:6].C(=O)([O-])[O-].[Cs+].[Cs+].[CH2:34]([NH2:41])[C:35]1[CH:40]=[CH:39][CH:38]=[CH:37][CH:36]=1>>[CH2:34]([NH:41][C:2]1[CH:3]=[C:4]([CH:25]=[CH:26][N:27]=1)[C:5]([NH:7][C:8]1[S:9][C:10]2[C:16]([N:17]3[CH2:18][CH2:19][O:20][CH2:21][CH2:22]3)=[CH:15][CH:14]=[C:13]([O:23][CH3:24])[C:11]=2[N:12]=1)=[O:6])[C:35]1[CH:40]=[CH:39][CH:38]=[CH:37][CH:36]=1 |f:1.2.3|. Reported procedure: From 2-bromo-N-(4-methoxy-7-morpholin-4-yl-benzothiazol-2-yl)-isonicotinamide with cesium carbonate and benzylamine. ES-MS m/e (%): 476 (M+H+, 100). Starting materials: CC(=O)OC(C)=O, CC1SC(c2cccnc2)N(CCO)C1=O, c1ccncc1. Product: CC(=O)OCCN1C(=O)C(C)SC1c1cccnc1. RXN SMILES: [CH3:23][C:24](=[O:25])[O:26][C:27](=[O:28])[CH3:29].[OH:7][CH2:8][CH2:9][N:10]1[CH:11]([c:17]2[cH:18][n:19][cH:20][cH:21][cH:22]2)[S:12][CH:13]([CH3:16])[C:14]1=[O:15].[cH:1]1[cH:2][cH:3][n:4][cH:5][cH:6]1>>[O:7]([CH2:8][CH2:9][N:10]1[CH:11]([c:17]2[cH:18][n:19][cH:20][cH:21][cH:22]2)[S:12][CH:13]([CH3:16])[C:14]1=[O:15])[C:24]([CH3:23])=[O:25]. Reactants: [N+](=O)([O-])C1=CC=C(C2=CC=CC=C12)OC1=CC(=NC=N1)N (6-(4-nitronaphthalen-1-yloxy)pyrimidin-4-amine), CCN(C(C)C)C(C)C (DIPEA), COCC(=O)Cl (2-methoxyacetyl chloride). Run in C(Cl)Cl (DCM). Product: COCC(=O)NC1=NC=NC(=C1)OC1=CC=C(C2=CC=CC=C12)[N+](=O)[O-] (2-Methoxy-N-(6-(4-nitronaphthalen-1-yloxy)pyrimidin-4-yl)acetamide). Isolated yield 91.0%. As a reaction SMILES: [N+:1]([C:4]1[C:13]2[C:8](=[CH:9][CH:10]=[CH:11][CH:12]=2)[C:7]([O:14][C:15]2[N:20]=[CH:19][N:18]=[C:17]([NH2:21])[CH:16]=2)=[CH:6][CH:5]=1)([O-:3])=[O:2].CCN(C(C)C)C(C)C.[CH3:31][O:32][CH2:33][C:34](Cl)=[O:35]>C(Cl)Cl>[CH3:31][O:32][CH2:33][C:34]([NH:21][C:17]1[CH:16]=[C:15]([O:14][C:7]2[C:8]3[C:13](=[CH:12][CH:11]=[CH:10][CH:9]=3)[C:4]([N+:1]([O-:3])=[O:2])=[CH:5][CH:6]=2)[N:20]=[CH:19][N:18]=1)=[O:35]. Procedure: To a suspension of 6-(4-nitronaphthalen-1-yloxy)pyrimidin-4-amine (350 mg, 1.24 mmol) in DCM (10.0 mL) and DIPEA (433 μL, 2.48 mmol) at 0° C. was added 2-methoxyacetyl chloride (170 μL, 1.860 mmol). The mixture was warmed to RT and after 3 hr the reaction was quenched by the addition of a solution of NH3 in MeOH (7M, 20 mL) and after a further 10 min was evaporated in vacuo. The residue was partitioned between DCM (30 mL) and saturated aq NaHCO3 solution (30 mL) and the organic layer was separat...